This data is from the Open Reaction Database (ORD), a public repository of structured organic reaction records. The task is: describe an organic reaction: reactants, conditions, products, and yield Starting materials: aqueous solution, N(=O)[O-].[Na+] (sodium nitrite), N(=O)[O-].[Na+] (sodium nitrite), N1C(=O)NC(=O)CC1=O (barbituric acid), C(O)(O)=O.NNC(=N)N (aminoguanidine bicarbonate), Cl.N(=[N+]=[N-])C(=[NH2+])N (azidoformamidinium hydrochloride). Run in O (water), Cl (hydrochloric acid). Conditions: temperature 0 celsius, time 5 minute. The product is [N+](=[N-])=C1C(NC(NC1=O)=O)=O (diazobarbituric acid). Yield: 90.2%. As a reaction SMILES: C(=O)(O)O.[NH2:5][NH:6]C(N)=N.N([O-])=O.[Na+].[NH:14]1[C:21](=[O:22])[CH2:20][C:18](=[O:19])[NH:17][C:15]1=[O:16].Cl.N(C(N)=[NH2+])=[N+]=[N-]>O.Cl>[N+:5](=[C:20]1[C:18](=[O:19])[NH:17][C:15](=[O:16])[NH:14][C:21]1=[O:22])=[N-:6] |f:0.1,2.3,5.6|. Reported procedure: 29.9 g (0.22 mol) of aminoguanidine bicarbonate are dissolved in a mixture of 150 ml of water and 54 ml of 10N hydrochloric acid, and the solution is cooled to 0° C. by adding ice. 50 ml of an aqueous solution of sodium nitrite containing 30 g of dissolved sodium nitrite per 100 ml are added dropwise to this mixture in the course of about 15 minutes. After 5 minutes, a nitrite excess which may be present is removed using amidosulphonic acid. 25.6 g (0.2 mol) of barbituric acid are thrown into th... The reactants are C(C)C1N(C=2C=CC(=CC2C2=CC=C(C=C12)F)C1=CSC=C1)S(=O)(=O)C1=CC=C(C=C1)OC (6-ethyl-8-fluoro-5-[(4-methoxyphenyl)sulfonyl]-2-thien-3-yl-5,6-dihydrophenanthridine), C1=CCCCC1 (cyclohexene), B(Br)(Br)Br (boron tribromide), ClCCl (dichloromethane). Yields the product C(C)C1N(C=2C=CC(=CC2C2=CC=C(C=C12)F)C1=CSC=C1)S(=O)(=O)C1=CC=C(C=C1)O (4-[(6-ethyl-8-fluoro-2-thien-3-ylphenanthridin-5(6H)-yl)sulfonyl]phenol). Isolated yield 63.0%. RXN SMILES: [CH2:1]([CH:3]1[C:16]2[C:11](=[CH:12][CH:13]=[C:14]([F:17])[CH:15]=2)[C:10]2[CH:9]=[C:8]([C:18]3[CH:22]=[CH:21][S:20][CH:19]=3)[CH:7]=[CH:6][C:5]=2[N:4]1[S:23]([C:26]1[CH:31]=[CH:30][C:29]([O:32]C)=[CH:28][CH:27]=1)(=[O:25])=[O:24])[CH3:2].C1CCCCC=1.B(Br)(Br)Br.ClCCl>>[CH2:1]([CH:3]1[C:16]2[C:11](=[CH:12][CH:13]=[C:14]([F:17])[CH:15]=2)[C:10]2[CH:9]=[C:8]([C:18]3[CH:22]=[CH:21][S:20][CH:19]=3)[CH:7]=[CH:6][C:5]=2[N:4]1[S:23]([C:26]1[CH:27]=[CH:28][C:29]([OH:32])=[CH:30][CH:31]=1)(=[O:25])=[O:24])[CH3:2]. Procedure: The title compound was prepared from 6-ethyl-8-fluoro-5-[(4-methoxyphenyl)sulfonyl]-2-thien-3-yl-5,6-dihydrophenanthridine (0.28 g, 0.58 mmol), cyclohexene (13 mL, 10.5 mmol), and 1 M boron tribromide in dichloromethane (3.5 mL, 3.5 mmol) according to the procedure and in the same manner as described in Example 47, Step b. The crude product was purified by flash column chromatography on silica gel, eluting with a mixture of ethyl acetate-hexane (1:4) to yield 4-[(6-ethyl-8-fluoro-2-thien-3-ylphe...